Dataset: the Open Reaction Database (ORD), a public repository of structured organic reaction records. Task: describe an organic reaction: reactants, conditions, products, and yield The reactants are CCNc1ccccc1, CCCCCCC, CCOC(=O)c1c(O)c2c(Cl)cccc2n(C)c1=O. Yields the product CCN(C(=O)c1c(O)c2c(Cl)cccc2n(C)c1=O)c1ccccc1. As a reaction SMILES: [CH2:1]([CH3:2])[NH:3][c:4]1[cH:5][cH:6][cH:7][cH:8][cH:9]1.[CH3:29][CH2:30][CH2:31][CH2:32][CH2:33][CH2:34][CH3:35].[Cl:10][c:11]1[c:12]2[c:13]([OH:28])[c:14]([C:23]([O:25][CH2:24][CH3:26])=[O:27])[c:15](=[O:22])[n:16]([CH3:21])[c:17]2[cH:18][cH:19][cH:20]1>>[CH2:1]([CH3:2])[N:3]([c:4]1[cH:5][cH:6][cH:7][cH:8][cH:9]1)[C:23]([c:14]1[c:13]([OH:28])[c:12]2[c:11]([Cl:10])[cH:20][cH:19][cH:18][c:17]2[n:16]([CH3:21])[c:15]1=[O:22])=[O:25]. Starting materials: C1CCOC1, CCOC(C)=O, Cn1cc(-c2ccc(F)c(C(F)(F)F)c2)nc1C1CCN(c2ncnc3[nH]cc(C#CC(C)(C)O[Si](C)(C)C)c23)CC1. Yields the product Cn1cc(-c2ccc(F)c(C(F)(F)F)c2)nc1C1CCN(c2ncnc3[nH]cc(C#CC(C)(C)O)c23)CC1. Reaction SMILES: [CH2:43]1[O:44][CH2:45][CH2:46][CH2:47]1.[CH3:48][CH2:49][O:50][C:51](=[O:52])[CH3:53].[F:1][c:2]1[c:3]([C:39]([F:40])([F:41])[F:42])[cH:4][c:5](-[c:8]2[n:9][c:10]([CH:14]3[CH2:15][CH2:16][N:17]([c:20]4[c:21]5[c:22]([n:23][cH:24][n:25]4)[nH:26][cH:27][c:28]5[C:29]#[C:30][C:31]([CH3:32])([O:33][Si:34]([CH3:35])([CH3:36])[CH3:37])[CH3:38])[CH2:18][CH2:19]3)[n:11]([CH3:13])[cH:12]2)[cH:6][cH:7]1>>[F:1][c:2]1[c:3]([C:39]([F:40])([F:41])[F:42])[cH:4][c:5](-[c:8]2[n:9][c:10]([CH:14]3[CH2:15][CH2:16][N:17]([c:20]4[c:21]5[c:22]([n:23][cH:24][n:25]4)[nH:26][cH:27][c:28]5[C:29]#[C:30][C:31]([CH3:32])([OH:33])[CH3:38])[CH2:18][CH2:19]3)[n:11]([CH3:13])[cH:12]2)[cH:6][cH:7]1. The reactants are O=C([O-])[O-], CCOC(Cc1ccc(O)cc1CC)C(=O)OC, Cc1oc(-c2ccccc2)nc1CCl, [Cs+], [Cs+], [I-], [K+]. Product: CCOC(Cc1ccc(OCc2nc(-c3ccccc3)oc2C)cc1CC)C(=O)OC. RXN SMILES: [C:33](=[O:34])([O-:35])[O-:36].[CH3:1][O:2][C:3]([CH:4]([CH2:5][c:6]1[c:7]([CH2:13][CH3:14])[cH:8][c:9]([OH:12])[cH:10][cH:11]1)[O:15][CH2:16][CH3:17])=[O:18].[Cl:19][CH2:20][c:21]1[n:22][c:23](-[c:27]2[cH:28][cH:29][cH:30][cH:31][cH:32]2)[o:24][c:25]1[CH3:26].[Cs+:37].[Cs+:38].[I-:40].[K+:39]>>[CH3:1][O:2][C:3]([CH:4]([CH2:5][c:6]1[c:7]([CH2:13][CH3:14])[cH:8][c:9]([O:12][CH2:20][c:21]2[n:22][c:23](-[c:27]3[cH:28][cH:29][cH:30][cH:31][cH:32]3)[o:24][c:25]2[CH3:26])[cH:10][cH:11]1)[O:15][CH2:16][CH3:17])=[O:18]. The reactants are O=c1[nH]ncn1-c1ccc(F)cc1F, CC(O)C1(c2ccc(F)cc2F)CO1. Product: CC(n1ncn(-c2ccc(F)cc2F)c1=O)C1(c2ccc(F)cc2F)CO1. RXN SMILES: [F:15][c:16]1[c:17](-[n:23]2[c:24](=[O:28])[nH:25][n:26][cH:27]2)[cH:18][cH:19][c:20]([F:22])[cH:21]1.[F:1][c:2]1[c:3]([C:9]2([CH:12]([CH3:13])[OH:14])[O:10][CH2:11]2)[cH:4][cH:5][c:6]([F:8])[cH:7]1>>[F:1][c:2]1[c:3]([C:9]2([CH:12]([CH3:13])[n:25]3[c:24](=[O:28])[n:23](-[c:17]4[c:16]([F:15])[cH:21][c:20]([F:22])[cH:19][cH:18]4)[cH:27][n:26]3)[O:10][CH2:11]2)[cH:4][cH:5][c:6]([F:8])[cH:7]1. Reactants: ester, C(CCCCCCCCCCCCCCC)(=O)OC[C@@H](OC(C)=O)COP(=O)(O)OCC[N+](C)(C)C (1-hexadecanoyl-2-acetyl-sn-glycero-3-phosphocholine), 1-hexadecanoyl-2-lyso-sn-glycero-3-phosphocholine, C(C)(=O)OC(C)=O (acetic anhydride). Reagents/catalysts: CN(C1=CC=NC=C1)C (4-dimethylaminopyridine). Run in C1(=CC=CC=C1)C (toluene). Conditions: temperature 100 celsius. Yields the product C(CCCCCCCCCCCCCCC)(=O)OC[C@@H](OC(C)=O)CO (1-hexadecanoyl-2-acetyl-sn-glycerol). RXN SMILES: [C:1]([O:18][CH2:19][C@H:20]([CH2:25][O:26]P(OCC[N+](C)(C)C)(O)=O)[O:21][C:22](=[O:24])[CH3:23])(=[O:17])[CH2:2][CH2:3][CH2:4][CH2:5][CH2:6][CH2:7][CH2:8][CH2:9][CH2:10][CH2:11][CH2:12][CH2:13][CH2:14][CH2:15][CH3:16].C(OC(=O)C)(=O)C>CN(C)C1C=CN=CC=1.C1(C)C=CC=CC=1>[C:1]([O:18][CH2:19][C@H:20]([CH2:25][OH:26])[O:21][C:22](=[O:24])[CH3:23])(=[O:17])[CH2:2][CH2:3][CH2:4][CH2:5][CH2:6][CH2:7][CH2:8][CH2:9][CH2:10][CH2:11][CH2:12][CH2:13][CH2:14][CH2:15][CH3:16]. Reported procedure: An ester analog of PAF, 1-hexadecanoyl-2-acetyl-sn-glycero-3-phosphocholine, was made by acetylation of 1-hexadecanoyl-2-lyso-sn-glycero-3-phosphocholine in a reaction with 0.5 ml of acetic anhydride and 20 mg of 4-dimethylaminopyridine in 1.25 ml of toluene; the sealed tube was heated at 100° C. for 2 hours and, after evaporation of the solvents with a stream of N2, the products were extracted by the method of Bligh and Dyer as described in Canadian Journal of Biochemical Physiology, Vol. 3, pp...